This data is from the Open Reaction Database (ORD), a public repository of structured organic reaction records. The task is: describe an organic reaction: reactants, conditions, products, and yield Reactants: COC(=O)C1=CC=C(C=C1)C=1OC(=C(N1)CS(=O)(=O)C1CCN(CC1)C(=O)OC(C)(C)C)C (tert-butyl 4-((2-(4-(methoxycarbonyl)phenyl)-5-methyloxazol-4-yl)methylsulfonyl)piperidine-1-carboxylate), [OH-].[Na+] (sodium hydroxide). Solvent: C(C)O (ethanol). The product is C(C)(C)(C)OC(=O)N1CCC(CC1)S(=O)(=O)CC=1N=C(OC1C)C1=CC=C(C(=O)O)C=C1 (4-(4-((1-(tert-butoxycarbonyl)piperidin-4-ylsulfonyl)methyl)-5-methyloxazol-2-yl)benzoic acid). Isolated yield 79.8%. As a reaction SMILES: C[O:2][C:3]([C:5]1[CH:10]=[CH:9][C:8]([C:11]2[O:12][C:13]([CH3:33])=[C:14]([CH2:16][S:17]([CH:20]3[CH2:25][CH2:24][N:23]([C:26]([O:28][C:29]([CH3:32])([CH3:31])[CH3:30])=[O:27])[CH2:22][CH2:21]3)(=[O:19])=[O:18])[N:15]=2)=[CH:7][CH:6]=1)=[O:4].[OH-].[Na+]>C(O)C>[C:29]([O:28][C:26]([N:23]1[CH2:22][CH2:21][CH:20]([S:17]([CH2:16][C:14]2[N:15]=[C:11]([C:8]3[CH:7]=[CH:6][C:5]([C:3]([OH:4])=[O:2])=[CH:10][CH:9]=3)[O:12][C:13]=2[CH3:33])(=[O:18])=[O:19])[CH2:25][CH2:24]1)=[O:27])([CH3:32])([CH3:30])[CH3:31] |f:1.2|. Procedure: A solution of tert-butyl 4-((2-(4-(methoxycarbonyl)phenyl)-5-methyloxazol-4-yl)methylsulfonyl)piperidine-1-carboxylate (980 mg, 2.05 mmol, 1.00 equiv), sodium hydroxide (120 mg, 3.00 mmol, 1.50 equiv) in ethanol (10 mL) was stirred at 50° C. overnight in a 100-mL round-bottom flask. The reaction mixture was concentrated under vacuum and quenched by the addition of 30 mL of water/ice. The pH value of the solution was adjusted to 3 with the addition of 3M hydrochloric acid. The precipitate was col... The reactants are C(C1=CC=CC=C1)N (benzylamine), ClC=1C2=C(N=C(N1)C1=NC=CN=C1)SC(=C2)C(F)(F)F (4-chloro-2-(pyrazin-2-yl)-6-trifluoromethyl-thieno-[2,3-d]-pyrimidine). Product: N1=C(C=NC=C1)C=1N=C(C2=C(N1)SC(=C2)C(F)(F)F)NCC2=CC=CC=C2 (2-(pyrazin-2-y)-4-benzylamino-6-trifluoromethyl-thieno-[2,3-d]-pyrimidine). Reaction SMILES: [CH2:1]([NH2:8])[C:2]1[CH:7]=[CH:6][CH:5]=[CH:4][CH:3]=1.Cl[C:10]1[C:11]2[CH:24]=[C:23]([C:25]([F:28])([F:27])[F:26])[S:22][C:12]=2[N:13]=[C:14]([C:16]2[CH:21]=[N:20][CH:19]=[CH:18][N:17]=2)[N:15]=1>>[N:17]1[CH:18]=[CH:19][N:20]=[CH:21][C:16]=1[C:14]1[N:15]=[C:10]([NH:8][CH2:1][C:2]2[CH:7]=[CH:6][CH:5]=[CH:4][CH:3]=2)[C:11]2[CH:24]=[C:23]([C:25]([F:27])([F:28])[F:26])[S:22][C:12]=2[N:13]=1. Procedure details: With the procedure of Example 1, the reaction of benzylamine with 4-chloro-2-(pyrazin-2-yl)-6-trifluoromethyl-thieno-[2,3-d]-pyrimidine yields 2-(pyrazin-2-y)-4-benzylamino-6-trifluoromethyl-thieno-[2,3-d]-pyrimidine. The reactants are B(Br)(Br)Br (Boron tribromide), COC=1C=C2CC(C(C2=CC1)C1=CC=C(OCCN2CCCC2)C=C1)C1=CC=C(C=C1)OC (1-(2-(4-(5-methoxy-2-(4-methoxyphenyl)-2,3-dihydro-1H-inden-1-yl)phenoxy)ethyl)pyrrolidine). The solvent is ClCCl (dichloromethane). Conditions: time 20 minute. Yields the product OC1=CC=C(C=C1)C1C(C2=CC=C(C=C2C1)O)C1=CC=C(C=C1)OCCN1CCCC1 (2-(4-hydroxyphenyl)-1-(4-(2-(pyrrolidin-1-yl)ethoxy)phenyl)-2,3-dihydro-1H-inden-5-ol). The yield is 60.2%. Reaction SMILES: B(Br)(Br)Br.C[O:6][C:7]1[CH:8]=[C:9]2[C:13](=[CH:14][CH:15]=1)[CH:12]([C:16]1[CH:29]=[CH:28][C:19]([O:20][CH2:21][CH2:22][N:23]3[CH2:27][CH2:26][CH2:25][CH2:24]3)=[CH:18][CH:17]=1)[CH:11]([C:30]1[CH:35]=[CH:34][C:33]([O:36]C)=[CH:32][CH:31]=1)[CH2:10]2>ClCCl>[OH:36][C:33]1[CH:32]=[CH:31][C:30]([CH:11]2[CH2:10][C:9]3[C:13](=[CH:14][CH:15]=[C:7]([OH:6])[CH:8]=3)[CH:12]2[C:16]2[CH:29]=[CH:28][C:19]([O:20][CH2:21][CH2:22][N:23]3[CH2:24][CH2:25][CH2:26][CH2:27]3)=[CH:18][CH:17]=2)=[CH:35][CH:34]=1. Reported procedure: Boron tribromide (0.16 mL, 1M in CH2Cl2, 0.16 mmol) was added dropwise to a solution of 1-(2-(4-(5-methoxy-2-(4-methoxyphenyl)-2,3-dihydro-1H-inden-1-yl)phenoxy)ethyl)pyrrolidine (18 mg, 0.04 mmol) and dichloromethane (2.5 mL) at 0° C. under N2. After 20 min, the reaction was allowed to warm to rt. After an additional hour, the reaction was quenched with methanol (0.4 mL), poured into saturated aqueous NaHCO3 (40 mL), and extracted with 5% methanol in dichloromethane (50 mL×2). The organic extra... Reactants: COC([C@@H](NC(C1=C(C=CC=C1Cl)Cl)=O)CC1=CC=C(C=C1)C1=C(C=CC=C1)C=O)=O (N-(2,6-Dichlorobenzoyl)-4-(2-formylphenyl)-L-phenylalanine methyl ester), COC(C=P(C1=CC=CC=C1)(C1=CC=CC=C1)C1=CC=CC=C1)=O ((triphenylphosphoranylidene)acetic acid methyl ester), C1(=CC=CC=C1)C (toluene). Conditions: temperature 80 celsius, time 18 hour. Product: COC([C@@H](NC(C1=C(C=CC=C1Cl)Cl)=O)CC1=CC=C(C=C1)C1=C(C=CC=C1)C=CC(=O)OC)=O (N-(2,6-dichlorobenzoyl)-4-[2-[2-(methoxycarbonyl)ethenyl]phenyl]-L-phenylalanine methyl ester). RXN SMILES: [CH3:1][O:2][C:3](=[O:31])[C@H:4]([CH2:16][C:17]1[CH:22]=[CH:21][C:20]([C:23]2[CH:28]=[CH:27][CH:26]=[CH:25][C:24]=2C=O)=[CH:19][CH:18]=1)[NH:5][C:6](=[O:15])[C:7]1[C:12]([Cl:13])=[CH:11][CH:10]=[CH:9][C:8]=1[Cl:14].[CH3:32][O:33][C:34](=[O:55])[CH:35]=P(C1C=CC=CC=1)(C1C=CC=CC=1)C1C=CC=CC=1.[C:56]1(C)C=CC=CC=1>>[CH3:1][O:2][C:3](=[O:31])[C@H:4]([CH2:16][C:17]1[CH:18]=[CH:19][C:20]([C:23]2[CH:28]=[CH:27][CH:26]=[CH:25][C:24]=2[CH:56]=[CH:35][C:34]([O:33][CH3:32])=[O:55])=[CH:21][CH:22]=1)[NH:5][C:6](=[O:15])[C:7]1[C:8]([Cl:14])=[CH:9][CH:10]=[CH:11][C:12]=1[Cl:13]. Reported procedure: N-(2,6-Dichlorobenzoyl)-4-(2-formylphenyl)-L-phenylalanine methyl ester (51.7 mg) and (triphenylphosphoranylidene)acetic acid methyl ester (75.8 mg) were dissolved in anhydrous toluene (1 mL) and stirred at 80° C. under N2 for 18 h. The mixture was allowed to cool and purified by preparative TLC (silica gel) using hexanes/EtOAc (2:1) as eluent to give N-(2,6-dichlorobenzoyl)-4-[2-[2-(methoxycarbonyl)ethenyl]phenyl]-L-phenylalanine methyl ester (48.0 mg). ESMS: m/z 512 (MH+). The reactants are ice water, [Na] (Sodium), CO (methanol), ClC1=NC(=C(C=C1)[N+](=O)[O-])C (2-chloro-5-nitro-6-methylpyridine), [Na] (sodium). Reaction conditions: temperature 0 celsius. Product: COC1=NC(=C(C=C1)[N+](=O)[O-])C (2-Methoxy-5-Nitro-6-Methylpyridine). As a reaction SMILES: [Na].Cl[C:3]1[CH:8]=[CH:7][C:6]([N+:9]([O-:11])=[O:10])=[C:5]([CH3:12])[N:4]=1.[CH3:13][OH:14]>>[CH3:13][O:14][C:3]1[CH:8]=[CH:7][C:6]([N+:9]([O-:11])=[O:10])=[C:5]([CH3:12])[N:4]=1 |^1:0|. Procedure: Sodium metal (8.68 g, 378 mmol) was added to methanol (350 mL) pre-cooled to 0° C. After the sodium completely dissolved, 2-chloro-5-nitro-6-methylpyridine (40.78 g, 236 mmol) was slowly added as a solid. The reaction mixture was heated at reflux temperature overnight, then poured into ice-water. The product was filtered and dried in vacuo overnight to give 29.39 grams of the title compound. (73%). Starting materials: [OH-].[NH4+] (ammonium hydroxide), COC1=CC=C(C=C1)C=1N=C2SC=CN2C1 (6-p-methoxy phenylimidazo[2,1-b]thiazole), C(C)N1C(=C(C2=CC=CC=C12)C(=O)C1=NC=CC=C1C(=O)O)C ((1-ethyl-2-methylindol-3-yl)(3-carboxypyridin-2-yl)ketone), C(C)(=O)OC(C)=O (acetic anhydride). The solvent is O (water). Reaction conditions: time 1 hour. Product: C(C)N1C(=C(C2=CC=CC=C12)C1(OC(C=2C1=NC=CC2)=O)C2=C(N=C1SC=CN12)C1=CC=C(C=C1)OC)C (7-(1-ethyl-2-methylindol-3-yl)-7-(6-p-methoxy-phenylimidazo[2,1-b]thiazol-5-yl)-5,7-dihydrofuro[3,4-b]pyridin-5-one). The yield is 123.6%. RXN SMILES: [CH3:1][O:2][C:3]1[CH:8]=[CH:7][C:6]([C:9]2[N:10]=[C:11]3[N:15]([CH:16]=2)[CH:14]=[CH:13][S:12]3)=[CH:5][CH:4]=1.[CH2:17]([N:19]1[C:27]2[C:22](=[CH:23][CH:24]=[CH:25][CH:26]=2)[C:21]([C:28]([C:30]2[C:35]([C:36]([OH:38])=[O:37])=[CH:34][CH:33]=[CH:32][N:31]=2)=O)=[C:20]1[CH3:39])[CH3:18].C(OC(=O)C)(=O)C.[OH-].[NH4+]>O>[CH2:17]([N:19]1[C:27]2[C:22](=[CH:23][CH:24]=[CH:25][CH:26]=2)[C:21]([C:28]2([C:16]3[N:15]4[C:11]([S:12][CH:13]=[CH:14]4)=[N:10][C:9]=3[C:6]3[CH:7]=[CH:8][C:3]([O:2][CH3:1])=[CH:4][CH:5]=3)[C:30]3=[N:31][CH:32]=[CH:33][CH:34]=[C:35]3[C:36](=[O:37])[O:38]2)=[C:20]1[CH3:39])[CH3:18] |f:3.4|. Procedure: A mixture of 0.92 gram of 6-p-methoxy phenylimidazo[2,1-b]thiazole, 0.69 gram of (1-ethyl-2-methylindol-3-yl)(3-carboxypyridin-2-yl)ketone and 20 ml. of acetic anhydride was stirred 2.5 hours at 50° C. The reaction solution was poured into 250 ml. of water and adjusted to pH 9.8 with ammonium hydroxide. After one hour stirring the solid material was filtered and washed with water to give 1.44 grams (95%) of desired product, mp. 115°-118° C. The infrared spectrum showed a strong 1770 cm-1 lactone... Starting materials: C(CC)C1CCC2=C(C=CS2)C1=O (5-propyl-6,7-dihydro-1-benzothiophen-4(5H)-one), COC=1C=C2CCCC(C2=CC1)=O (6-methoxy 1-tetralone), C(C)I (ethyl iodide). The product is C(C)C1C(C2=CC(=CC=C2C1)OC)=O (2-ethyl-6-methoxyindan-1-one). As a reaction SMILES: C(C1[C:12](=[O:13])C2C=CSC=2CC1)CC.[CH3:14][O:15][C:16]1[CH:17]=[C:18]2[C:23](=[CH:24][CH:25]=1)[C:22](=O)[CH2:21][CH2:20][CH2:19]2.C(I)C>>[CH2:20]([CH:21]1[CH2:22][C:23]2[C:18](=[CH:17][C:16]([O:15][CH3:14])=[CH:25][CH:24]=2)[C:12]1=[O:13])[CH3:19]. Reported procedure: Following the procedure for the preparation of 5-propyl-6,7-dihydro-1-benzothiophen-4(5H)-one but substituting 6-methoxy 1-tetralone and ethyl iodide, and making non-critical variations provided the title compound as a oil: 1H NMR (CDCl3) δ 1.02, 1.55, 1.99, 2.68, 2.77, 3.27, 3.86, 7.21, 7.37; HRMS (FAB) calcd for C12H14O2+H 191.1072, found 191.1075. Product: CCOC(=O)c1c(NC(=O)CC#N)sc(Cl)c1-c1ccc(Br)cc1. The reactants are CCOC(=O)c1c(-c2ccc(Br)cc2)csc1NC(=O)CC#N, ClCCl, O=S(=O)(Cl)Cl. RXN SMILES: [CH2:1]([CH3:2])[O:3][C:4](=[O:5])[c:6]1[c:7]([NH:18][C:19]([CH2:20][C:21]#[N:22])=[O:23])[s:8][cH:9][c:10]1-[c:11]1[cH:12][cH:13][c:14]([Br:17])[cH:15][cH:16]1.[CH2:29]([Cl:30])[Cl:31].[S:24]([Cl:25])(=[O:26])([Cl:27])=[O:28]>>[CH2:1]([CH3:2])[O:3][C:4](=[O:5])[c:6]1[c:7]([NH:18][C:19]([CH2:20][C:21]#[N:22])=[O:23])[s:8][c:9]([Cl:27])[c:10]1-[c:11]1[cH:12][cH:13][c:14]([Br:17])[cH:15][cH:16]1. RXN SMILES: [CH3:1][C:2]([CH3:5])([O-])[CH3:3].[K+].[Br:7][C:8]1[S:16][C:15]2[CH:14]=[CH:13][N:12]=[C:11](Cl)[C:10]=2[CH:9]=1.O>CN(C=O)C>[Br:7][C:8]1[S:16][C:15]2[CH:14]=[CH:13][N:12]=[C:11]([S:16][C:15]3[CH:14]=[CH:3][C:2]([CH3:5])=[CH:1][CH:10]=3)[C:10]=2[CH:9]=1 |f:0.1|. Product: BrC1=CC=2C(=NC=CC2S1)SC1=CC=C(C=C1)C (2-bromo-4-[(4-methylphenyl)thio]thieno[3,2-c]pyridine). Reaction conditions: temperature 0 celsius, time 12 hour. The solvent is CN(C)C=O (DMF). Starting materials: Para-thiocresol, CC(C)([O-])C.[K+] (potassium t-butoxide), O (water), BrC1=CC=2C(=NC=CC2S1)Cl (2-bromo-4-chlorothieno[3,2-c]pyridine). Reported procedure: Para-thiocresol (500 mg, 4 mmol) in DMF (10 mL) was treated with potassium t-butoxide (451 mg, 4 mmol) at room temperature, after 15 minutes cooled to 0° C., treated with 2-bromo-4-chlorothieno[3,2-c]pyridine (prepared in 6 steps according to the method of F. Eloy and A. Deryckere (Bull. Soc. Chim. Belg. 1970, 79,301) (1.0 g, 4.0 mmol), stirred at 0° C. for 2 hours and at room temperature for 12 hours, poured into water and extracted with diethyl ether. The extract was washed with water, dried (...